From a dataset of the Open Reaction Database (ORD), a public repository of structured organic reaction records. describe an organic reaction: reactants, conditions, products, and yield Starting materials: CCCCO, O=[N+]([O-])c1ccc(F)c(F)c1Nc1cc(C2CC2)[nH]n1, CCN(C(C)C)C(C)C, CC(N)c1ccc(F)cc1. Product: CC(Nc1ccc([N+](=O)[O-])c(Nc2cc(C3CC3)[nH]n2)c1F)c1ccc(F)cc1. RXN SMILES: [CH2:40]([OH:41])[CH2:42][CH2:43][CH3:44].[CH:1]1([c:4]2[cH:5][c:6]([NH:9][c:10]3[c:11]([F:20])[c:12]([F:19])[cH:13][cH:14][c:15]3[N+:16](=[O:17])[O-:18])[n:7][nH:8]2)[CH2:2][CH2:3]1.[CH:31]([N:32]([CH2:33][CH3:34])[CH:35]([CH3:36])[CH3:37])([CH3:38])[CH3:39].[F:21][c:22]1[cH:23][cH:24][c:25]([CH:28]([CH3:29])[NH2:30])[cH:26][cH:27]1>>[CH:1]1([c:4]2[cH:5][c:6]([NH:9][c:10]3[c:11]([F:20])[c:12]([NH:30][CH:28]([c:25]4[cH:24][cH:23][c:22]([F:21])[cH:27][cH:26]4)[CH3:29])[cH:13][cH:14][c:15]3[N+:16](=[O:17])[O-:18])[n:7][nH:8]2)[CH2:2][CH2:3]1. Starting materials: BrCC(=O)Br (2-bromoacetyl bromide), C(C)NCC (diethylamine), COC1=CC=C(C=N1)NS(=O)(=O)C1=C(C=CC=C1)C (N-(6-methoxy-pyridin-3-yl)-2-methyl-benzenesulfonamide). Product: C(C)N(C(CN(S(=O)(=O)C=1C(=CC=CC1)C)C=1C=NC(=CC1)OC)=O)CC (N,N-Diethyl-2-[(6-methoxy-pyridin-3-yl)-(toluene-2-sulfonyl)-amino]-acetamide). As a reaction SMILES: Br[CH2:2][C:3](Br)=[O:4].[CH2:6]([NH:8][CH2:9][CH3:10])[CH3:7].[CH3:11][O:12][C:13]1[N:18]=[CH:17][C:16]([NH:19][S:20]([C:23]2[CH:28]=[CH:27][CH:26]=[CH:25][C:24]=2[CH3:29])(=[O:22])=[O:21])=[CH:15][CH:14]=1>>[CH2:6]([N:8]([CH2:9][CH3:10])[C:3](=[O:4])[CH2:2][N:19]([C:16]1[CH:17]=[N:18][C:13]([O:12][CH3:11])=[CH:14][CH:15]=1)[S:20]([C:23]1[C:24]([CH3:29])=[CH:25][CH:26]=[CH:27][CH:28]=1)(=[O:21])=[O:22])[CH3:7]. Procedure details: prepared by reaction of 2-bromoacetyl bromide with diethylamine and N-(6-methoxy-pyridin-3-yl)-2-methyl-benzenesulfonamide Starting materials: NC1=CSC=C1N (3,4-diaminothiophene), C(CCCCCCCCCCCCCCC)(=O)Cl (palmitoyl chloride). Solvent: C1(=CC=CC=C1)C.CCCCCC (toluene hexane). The product is C(CCCCCCCCCCCCCCC)(=O)NC1=CSC=C1NC(CCCCCCCCCCCCCCC)=O (3,4-Di(hexadecanoylamino)thiophene). Yield: 70.0%. Reaction SMILES: [NH2:1][C:2]1[C:6]([NH2:7])=[CH:5][S:4][CH:3]=1.[C:8](Cl)(=[O:24])[CH2:9][CH2:10][CH2:11][CH2:12][CH2:13][CH2:14][CH2:15][CH2:16][CH2:17][CH2:18][CH2:19][CH2:20][CH2:21][CH2:22][CH3:23]>C1(C)C=CC=CC=1.CCCCCC>[C:8]([NH:1][C:2]1[C:6]([NH:7][C:8](=[O:24])[CH2:9][CH2:10][CH2:11][CH2:12][CH2:13][CH2:14][CH2:15][CH2:16][CH2:17][CH2:18][CH2:19][CH2:20][CH2:21][CH2:22][CH3:23])=[CH:5][S:4][CH:3]=1)(=[O:24])[CH2:9][CH2:10][CH2:11][CH2:12][CH2:13][CH2:14][CH2:15][CH2:16][CH2:17][CH2:18][CH2:19][CH2:20][CH2:21][CH2:22][CH3:23] |f:2.3|. Procedure details: This compound was prepared in a yield of 70% of theory starting from 3,4-diaminothiophene and palmitoyl chloride (boiling point 141° C. at 1.4 mbar) in a similar manner to above. The melting point was 107-109° C. (from toluene-hexane). RXN SMILES: [CH2:30]([N+:31]([CH2:32][CH2:33][CH2:34][CH3:35])([CH2:36][CH2:37][CH2:38][CH3:39])[CH2:40][CH2:41][CH2:42][CH3:43])[CH2:44][CH2:45][CH3:46].[CH2:47]1[O:48][CH2:49][CH2:50][CH2:51]1.[CH3:22][Si:23]([C:24]#[C:25][CH3:26])([CH3:27])[CH3:28].[CH3:93][CH2:94][OH:95].[F-:29].[I:1][c:2]1[c:3]([O:20][CH3:21])[cH:4][c:5]([CH:17]([CH3:18])[CH3:19])[c:6]([O:7][c:8]2[c:9]([NH2:15])[n:10][c:11]([NH2:14])[n:12][cH:13]2)[cH:16]1.[Pd:52]([Cl:53])[Cl:54].[c:55]1([P:56]([c:57]2[cH:58][cH:59][cH:60][cH:61][cH:62]2)[c:63]2[cH:64][cH:65][cH:66][cH:67][cH:68]2)[cH:69][cH:70][cH:71][cH:72][cH:73]1.[c:74]1([P:75]([c:76]2[cH:77][cH:78][cH:79][cH:80][cH:81]2)[c:82]2[cH:83][cH:84][cH:85][cH:86][cH:87]2)[cH:88][cH:89][cH:90][cH:91][cH:92]1>>[c:2]1([C:24]#[C:25][CH3:26])[c:3]([O:20][CH3:21])[cH:4][c:5]([CH:17]([CH3:18])[CH3:19])[c:6]([O:7][c:8]2[c:9]([NH2:15])[n:10][c:11]([NH2:14])[n:12][cH:13]2)[cH:16]1. The reactants are CCCC[N+](CCCC)(CCCC)CCCC, C1CCOC1, CC#C[Si](C)(C)C, CCO, [F-], COc1cc(C(C)C)c(Oc2cnc(N)nc2N)cc1I, Cl[Pd]Cl, c1ccc(P(c2ccccc2)c2ccccc2)cc1, c1ccc(P(c2ccccc2)c2ccccc2)cc1. The product is CC#Cc1cc(Oc2cnc(N)nc2N)c(C(C)C)cc1OC. The reactants are [Na] (sodium), COC(=O)C1C(C(CC1)C)=O (3-methyl-2-oxocyclopentanecarboxylic acid methyl ester), ClC1=CC=C(C=C1)CCl ((4-chlorophenyl)methyl chloride). The product is COC(=O)C1(C(C(CC1)C)=O)CC1=CC=C(C=C1)Cl (1-[(4-chlorophenyl)methyl]-3-methyl-2-oxocyclopentanecarboxylic acid methyl ester). RXN SMILES: [Na].[CH3:2][O:3][C:4]([CH:6]1[CH2:10][CH2:9][CH:8]([CH3:11])[C:7]1=[O:12])=[O:5].[Cl:13][C:14]1[CH:19]=[CH:18][C:17]([CH2:20]Cl)=[CH:16][CH:15]=1>>[CH3:2][O:3][C:4]([C:6]1([CH2:20][C:17]2[CH:18]=[CH:19][C:14]([Cl:13])=[CH:15][CH:16]=2)[CH2:10][CH2:9][CH:8]([CH3:11])[C:7]1=[O:12])=[O:5] |^1:0|. Reported procedure: The obtained sodium salt of 3-methyl-2-oxocyclopentanecarboxylic acid methyl ester is reacted with (4-chlorophenyl)methyl chloride to produce 1-[(4-chlorophenyl)methyl]-3-methyl-2-oxocyclopentanecarboxylic acid methyl ester.